Task: describe an organic reaction: reactants, conditions, products, and yield. Dataset: the Open Reaction Database (ORD), a public repository of structured organic reaction records Starting materials: NC=1C=C(C=CC1OC)C=1OC2=C(N1)C=C(C=C2)C2=CC=CC=C2 (2-(3-amino-4-methoxyphenyl)-5-phenylbenzoxazole), C1=CC2=C(C=C1C(=O)O)C(=O)OC2=O (1,2,4-benzenetricarboxylic anhydride). Product: COC1=C(C=C(C=C1)C=1OC2=C(N1)C=C(C=C2)C2=CC=CC=C2)N2C(C1=CC=C(C=C1C2=O)C(=O)O)=O (2-[2-Methoxy-5-(5-phenylbenzoxazol-2-yl)phenyl]-1,3-dioxo-2,3-dihydro-1H-isoindole-5-carboxylic acid). Reaction SMILES: [NH2:1][C:2]1[CH:3]=[C:4]([C:10]2[O:11][C:12]3[CH:18]=[CH:17][C:16]([C:19]4[CH:24]=[CH:23][CH:22]=[CH:21][CH:20]=4)=[CH:15][C:13]=3[N:14]=2)[CH:5]=[CH:6][C:7]=1[O:8][CH3:9].[CH:25]1[C:30]([C:31]([OH:33])=[O:32])=[CH:29][C:28]2[C:34]([O:36][C:37](=O)[C:27]=2[CH:26]=1)=[O:35]>>[CH3:9][O:8][C:7]1[CH:6]=[CH:5][C:4]([C:10]2[O:11][C:12]3[CH:18]=[CH:17][C:16]([C:19]4[CH:20]=[CH:21][CH:22]=[CH:23][CH:24]=4)=[CH:15][C:13]=3[N:14]=2)=[CH:3][C:2]=1[N:1]1[C:34](=[O:35])[C:28]2[C:27](=[CH:26][CH:25]=[C:30]([C:31]([OH:33])=[O:32])[CH:29]=2)[C:37]1=[O:36]. Procedure: Prepared by the method described in Example 1b), from 2-(3-amino-4-methoxyphenyl)-5-phenylbenzoxazole (73 mg, 0.23 mmol) and 1,2,4-benzenetricarboxylic anhydride (50 mg, 0.26 mmol) the title compound was obtained, 50 mg (44%). 1H NMR (DMSO) δ 8.46(dd, 1H), 8.35(m, 3H), 8.13(d, 1H), 8.03(d, 1H), 7.84(d, 1H), 7.73(m, 3H), 7.49(m, 3H), 7.39(t, 1H), 3.90(s, 3H). MS 489 m/z (M−H)−.